This data is from the Open Reaction Database (ORD), a public repository of structured organic reaction records. The task is: describe an organic reaction: reactants, conditions, products, and yield The reactants are C([O-])([O-])=O.[Na+].[Na+] (sodium carbonate), BrC1=CC(=C(C(=O)O)C=C1)Cl (4-Bromo-2-chlorobenzoic acid), FC=1C=CC(=C(C1)B(O)O)OC (5-fluoro-2-methoxyphenylboronic acid). The reagents and catalysts are [Pd].C1(=CC=CC=C1)P(C1=CC=CC=C1)C1=CC=CC=C1.C1(=CC=CC=C1)P(C1=CC=CC=C1)C1=CC=CC=C1.C1(=CC=CC=C1)P(C1=CC=CC=C1)C1=CC=CC=C1.C1(=CC=CC=C1)P(C1=CC=CC=C1)C1=CC=CC=C1 (tetrakis(triphenylphosphine) palladium(0)). The solvent is C1(=CC=CC=C1)C (toluene), C(C)O (ethanol), O (water). Reaction conditions: temperature 95 celsius. Product: ClC=1C=C(C=CC1C(=O)O)C1=C(C=CC(=C1)F)OC (3-Chloro-5′-fluoro-2′-methoxybiphenyl-4-carboxylic acid). The yield is 95.3%. As a reaction SMILES: Br[C:2]1[CH:10]=[CH:9][C:5]([C:6]([OH:8])=[O:7])=[C:4]([Cl:11])[CH:3]=1.[F:12][C:13]1[CH:14]=[CH:15][C:16]([O:22][CH3:23])=[C:17](B(O)O)[CH:18]=1.C(=O)([O-])[O-].[Na+].[Na+]>C1(C)C=CC=CC=1.C(O)C.O.[Pd].C1(P(C2C=CC=CC=2)C2C=CC=CC=2)C=CC=CC=1.C1(P(C2C=CC=CC=2)C2C=CC=CC=2)C=CC=CC=1.C1(P(C2C=CC=CC=2)C2C=CC=CC=2)C=CC=CC=1.C1(P(C2C=CC=CC=2)C2C=CC=CC=2)C=CC=CC=1>[Cl:11][C:4]1[CH:3]=[C:2]([C:15]2[CH:14]=[C:13]([F:12])[CH:18]=[CH:17][C:16]=2[O:22][CH3:23])[CH:10]=[CH:9][C:5]=1[C:6]([OH:8])=[O:7] |f:2.3.4,8.9.10.11.12|. Procedure details: 4-Bromo-2-chlorobenzoic acid (1.1 g) and 5-fluoro-2-methoxyphenylboronic acid (0.94 g) were suspended in toluene (20 mL) and ethanol (20 mL). Aqueous 2M sodium carbonate solution (16 mL) and tetrakis(triphenylphosphine) palladium(0) (0.14 g) were added and the reaction was heated at 95° C. for 20 h. The mixture was diluted with water, extracted with diethyl ether (discarded). The aqueous layer was acidified with aqueous 2M hydrochloric acid, extracted with ethyl acetate, dried (MgSO4) and concen...